From a dataset of the Open Reaction Database (ORD), a public repository of structured organic reaction records. describe an organic reaction: reactants, conditions, products, and yield Reactants: COC1=CC=C(C(=O)N[C@@H](C(C)C)C(=O)N2[C@H](C(=O)O)CCC2)C=C1 (N-(4-methoxybenzoyl)-L-valyl-L-proline), NC(C(C(F)(F)F)O)C(C)C (3-amino-4methyl-1,1,1-trifluoro-2-pentanol). Yields the product COC1=CC=C(C(=O)N[C@H](C(=O)N2[C@@H](CCC2)C(=O)NC(C(C)C)C(C(F)(F)F)O)C(C)C)C=C1 ((S)-1-[(S)-2-(4-methoxybenzamido)-3-methylbutyryl]-N-[2-methyl-1-(2,2,2-trifluoro 1-hydroxyethyl)propyl]pyrrolidine-2-carboxamide). RXN SMILES: [CH3:1][O:2][C:3]1[CH:25]=[CH:24][C:6]([C:7]([NH:9][C@H:10]([C:14]([N:16]2[CH2:23][CH2:22][CH2:21][C@H:17]2[C:18](O)=[O:19])=[O:15])[CH:11]([CH3:13])[CH3:12])=[O:8])=[CH:5][CH:4]=1.[NH2:26][CH:27]([CH:34]([CH3:36])[CH3:35])[CH:28]([OH:33])[C:29]([F:32])([F:31])[F:30]>>[CH3:1][O:2][C:3]1[CH:4]=[CH:5][C:6]([C:7]([NH:9][C@@H:10]([CH:11]([CH3:12])[CH3:13])[C:14]([N:16]2[CH2:23][CH2:22][CH2:21][C@H:17]2[C:18]([NH:26][CH:27]([CH:28]([OH:33])[C:29]([F:30])([F:31])[F:32])[CH:34]([CH3:35])[CH3:36])=[O:19])=[O:15])=[O:8])=[CH:24][CH:25]=1. Procedure: reaction of N-(4-methoxybenzoyl)-L-valyl-L-proline with 3-amino-4methyl-1,1,1-trifluoro-2-pentanol to give (S)-1-[(S)-2-(4-methoxybenzamido)-3-methylbutyryl]-N-[2-methyl-1-(2,2,2-trifluoro 1-hydroxyethyl)propyl]pyrrolidine-2-carboxamide; followed by Starting materials: crude product, ClCC1=CC(=NC=C1)Cl (4-(chloromethyl)-2-chloropyridine), C([O-])([O-])=O.[K+].[K+] (potassium carbonate). Solvent: O (water). Product: ClC1=NC=CC(=C1)CO (2-Chloro-4-pyridinemethanol). Isolated yield 9.3%. As a reaction SMILES: Cl[CH2:2][C:3]1[CH:8]=[CH:7][N:6]=[C:5]([Cl:9])[CH:4]=1.C(=O)([O-])[O-:11].[K+].[K+]>O>[Cl:9][C:5]1[CH:4]=[C:3]([CH2:2][OH:11])[CH:8]=[CH:7][N:6]=1 |f:1.2.3|. Procedure: The crude product of 4-(chloromethyl)-2-chloropyridine (9.25 g), and potassium carbonate (9.5 g, 68.7 mmol) were suspended in water (100 mL) and heated at reflux for 2.5 h. The mixture was allowed to cool to room temperature and the phases were separated. The oily phase was further extracted with water. The combined aqueous phases were washed with hexanes and extracted with EtOAc. The combined EtOAc phases were dried over MgSO4 and concentrated in vacuo to yield 2-Chloro-4-pyridinemethanol as an... Reactants: O=C1CCC(=O)N1Br, ClC(Cl)(Cl)Cl, N#CCc1ccccn1. Yields the product N#CC(Br)c1ccccn1. As a reaction SMILES: [Br:10][N:11]1[C:12](=[O:13])[CH2:14][CH2:15][C:16]1=[O:17].[C:18]([Cl:19])([Cl:20])([Cl:21])[Cl:22].[n:1]1[c:2]([CH2:7][C:8]#[N:9])[cH:3][cH:4][cH:5][cH:6]1>>[n:1]1[c:2]([CH:7]([C:8]#[N:9])[Br:10])[cH:3][cH:4][cH:5][cH:6]1. Reactants: CS(=O)(=O)OC=1C=C2CCC(NC2=CC1C(CCN1CCC(CC1)C1=CC=CC=C1)=O)=O (6-methylsulfonyloxy-7-[1-oxo-3-(4-phenyl-1-piperidyl)propyl]-3,4-dihydrocarbostyril), [H][H] (hydrogen). Reagents/catalysts: [Pd] (palladium black). The solvent is C(C)O (ethanol). The product is O=C(CCN1CCC(CC1)C1=CC=CC=C1)C1=CC=C2CCC(NC2=C1)=O (7-[1-oxo-3-(4-phenyl-1-piperidyl)-propyl]3,4-dihydrocarbostyril). RXN SMILES: CS(O[C:6]1[CH:7]=[C:8]2[C:13](=[CH:14][C:15]=1[C:16](=[O:31])[CH2:17][CH2:18][N:19]1[CH2:24][CH2:23][CH:22]([C:25]3[CH:30]=[CH:29][CH:28]=[CH:27][CH:26]=3)[CH2:21][CH2:20]1)[NH:12][C:11](=[O:32])[CH2:10][CH2:9]2)(=O)=O.[H][H]>C(O)C.[Pd]>[O:31]=[C:16]([C:15]1[CH:14]=[C:13]2[C:8]([CH2:9][CH2:10][C:11](=[O:32])[NH:12]2)=[CH:7][CH:6]=1)[CH2:17][CH2:18][N:19]1[CH2:24][CH2:23][CH:22]([C:25]2[CH:30]=[CH:29][CH:28]=[CH:27][CH:26]=2)[CH2:21][CH2:20]1. Reported procedure: 2.0 Grams of 6-methylsulfonyloxy-7-[1-oxo-3-(4-phenyl-1-piperidyl)propyl]-3,4-dihydrocarbostyril and 0.5 g of palladium black were dispersed in 50 ml of ethanol and the mixture was catalytically reduced under 3 atmospheric pressure of hydrogen gas for 5 hours. The reaction mixture was filtered and the mother liquor was concentrated under a reduced pressure to obtain a residue. Then the residue was recrystallized from ethanol to obtain 1.1 g of 7-[1-oxo-3-(4-phenyl-1-piperidyl)-propyl]3,4-dihydro... The reactants are CCO, Fc1ccc2c(-c3ccc(OCC4CO4)cc3)noc2c1, NCc1c(F)cccc1F. The product is OC(CNCc1c(F)cccc1F)COc1ccc(-c2noc3cc(F)ccc23)cc1. Reaction SMILES: [CH3:32][CH2:33][OH:34].[F:1][c:2]1[cH:3][c:4]2[c:5]([c:6](-[c:9]3[cH:10][cH:11][c:12]([O:15][CH2:16][CH:17]4[O:18][CH2:19]4)[cH:13][cH:14]3)[n:7][o:8]2)[cH:20][cH:21]1.[F:22][c:23]1[c:24]([CH2:25][NH2:26])[c:27]([F:31])[cH:28][cH:29][cH:30]1>>[F:1][c:2]1[cH:3][c:4]2[c:5]([c:6](-[c:9]3[cH:10][cH:11][c:12]([O:15][CH2:16][CH:17]([OH:18])[CH2:19][NH:26][CH2:25][c:24]4[c:23]([F:22])[cH:30][cH:29][cH:28][c:27]4[F:31])[cH:13][cH:14]3)[n:7][o:8]2)[cH:20][cH:21]1. Starting materials: BrC1=CC=CC(=N1)CP(OCC)(OCC)=O (diethyl (6-bromopyridin-2-yl)methylphosphonate), BrC=1C=C(C(=NC1)F)CO ((5-Bromo-2-fluoropyridin-3-yl)methanol). Yields the product C(C)OP(OCC)(=O)CC=1C(=NC=C(C1)Br)F (Diethyl(5-Bromo-2-fluoropyridin-3-yl)methylphosphonate). RXN SMILES: BrC1N=C(C[P:9](=[O:16])([O:13][CH2:14][CH3:15])[O:10][CH2:11][CH3:12])C=CC=1.[Br:17][C:18]1[CH:19]=[C:20]([CH2:25]O)[C:21]([F:24])=[N:22][CH:23]=1>>[CH2:11]([O:10][P:9]([CH2:25][C:20]1[C:21]([F:24])=[N:22][CH:23]=[C:18]([Br:17])[CH:19]=1)(=[O:16])[O:13][CH2:14][CH3:15])[CH3:12]. Reported procedure: Prepared according to the same procedure as diethyl (6-bromopyridin-2-yl)methylphosphonate, starting with (5-Bromo-2-fluoropyridin-3-yl)methanol. 1H-NMR (CDCl3, 500 MHz) δ: 8.18 (d, J=1.2 Hz, 1H), 7.94 (dt, J=8.4, 2.5 Hz, 1H), 4.10-4.16 (m, 4H), 3.10-3.20 (m, 2H), 1.31 (t, J=7.2 Hz, 6H). 13C-NMR (CDCl3, 126 MHz) δ: 147.1, 144.5, 117.0, 116.5, 62.7, 26.9, 25.7, 16.5. Mass spec.: 328.0 (MH)+. Starting materials: COC1=C(C=C(C=C1)C1=C(C=C(C=C1)C(=O)OC)C)C1=C(C=C(C=C1)C(F)(F)F)CN1C(O[C@@H]([C@@H]1C)C1=CC(=C(C(=C1)F)F)F)=O (methyl 4′-methoxy-2-methyl-2″-{[(4S,5R)-4-methyl-2-oxo-5-(3,4,5-trifluorophenyl)-1,3-oxazolidin-3-yl]methyl}-4″-(trifluoromethyl)-1,1′:3′,1″-terphenyl-4-carboxylate), [OH-].[K+] (KOH). Solvent: CO (MeOH). Conditions: time 3 hour. Yields the product COC1=C(C=C(C=C1)C1=C(C=C(C=C1)C(=O)O)C)C1=C(C=C(C=C1)C(F)(F)F)CN1C(O[C@@H]([C@@H]1C)C1=CC(=C(C(=C1)F)F)F)=O (4′-methoxy-2-methyl-2″-{[(4S,5R)-4-methyl-2-oxo-5-(3,4,5-trifluorophenyl)-1,3-oxazolidin-3-yl]methyl}-4″-(trifluoromethyl)-1,1′:3′,1″-terphenyl-4-carboxylic acid). RXN SMILES: [CH3:1][O:2][C:3]1[CH:8]=[CH:7][C:6]([C:9]2[CH:14]=[CH:13][C:12]([C:15]([O:17]C)=[O:16])=[CH:11][C:10]=2[CH3:19])=[CH:5][C:4]=1[C:20]1[CH:25]=[CH:24][C:23]([C:26]([F:29])([F:28])[F:27])=[CH:22][C:21]=1[CH2:30][N:31]1[C@@H:35]([CH3:36])[C@@H:34]([C:37]2[CH:42]=[C:41]([F:43])[C:40]([F:44])=[C:39]([F:45])[CH:38]=2)[O:33][C:32]1=[O:46].[OH-].[K+]>CO>[CH3:1][O:2][C:3]1[CH:8]=[CH:7][C:6]([C:9]2[CH:14]=[CH:13][C:12]([C:15]([OH:17])=[O:16])=[CH:11][C:10]=2[CH3:19])=[CH:5][C:4]=1[C:20]1[CH:25]=[CH:24][C:23]([C:26]([F:27])([F:28])[F:29])=[CH:22][C:21]=1[CH2:30][N:31]1[C@@H:35]([CH3:36])[C@@H:34]([C:37]2[CH:38]=[C:39]([F:45])[C:40]([F:44])=[C:41]([F:43])[CH:42]=2)[O:33][C:32]1=[O:46] |f:1.2|. Reported procedure: To a solution of methyl 4′-methoxy-2-methyl-2″-{[(4S,5R)-4-methyl-2-oxo-5-(3,4,5-trifluorophenyl)-1,3-oxazolidin-3-yl]methyl}-4″-(trifluoromethyl)-1,1′:3′,1″-terphenyl-4-carboxylate (23 mg, 0.0358 mmol) in MeOH (1 mL) was added 4 M KOH solution (0.5 mL). The reaction was stirred at room temperature for 3 hours, then quenched with 1 N HCl (5 mL) and diluted with EtOAc (15 mL). The aqueous layer was extracted with EtOAc (10 mL), and the combined organic extracts were washed with brine (10 mL), dri... Reactants: FC(C=1C=C(CP(OCC)(OCC)=O)C=C(C1)C(F)(F)F)(F)F (Diethyl 3,5-bis(trifluoromethyl)benzylphosphonate), Cl (hydrochloric acid). The solvent is cone, C(C)O (ethanol). Yields the product FC(C=1C=C(CP(O)(O)=O)C=C(C1)C(F)(F)F)(F)F (3.5-Bis(trifluoromethyl)benzylphosphonic acid). Isolated yield 49.3%. As a reaction SMILES: [F:1][C:2]([F:23])([F:22])[C:3]1[CH:4]=[C:5]([CH:15]=[C:16]([C:18]([F:21])([F:20])[F:19])[CH:17]=1)[CH2:6][P:7](=[O:14])([O:11]CC)[O:8]CC.Cl>C(O)C>[F:23][C:2]([F:1])([F:22])[C:3]1[CH:4]=[C:5]([CH:15]=[C:16]([C:18]([F:21])([F:19])[F:20])[CH:17]=1)[CH2:6][P:7](=[O:8])([OH:11])[OH:14]. Reported procedure: Diethyl 3,5-bis(trifluoromethyl)benzylphosphonate (1.0 g, 2.7 mmol)in 15 mL of cone hydrochloric acid and 0.5 mL of ethanol was heated at reflux for 72 hours. The mixture was evaporated to an oily residue which crystallized upon standing to give 0.41 g of the product (49% yield) the as a white solid: mp. 206°-208° C.; D.C.I.M.S. [MH+, 309]. Starting materials: FC(C1=C(C(=C(C(=N1)C(F)(F)F)C(=O)NC)NC(C)C)C(=O)OC)F (Methyl 6-(difluoromethyl)-4-(isopropylamino)-2-(trifluoromethyl)-3-[(methylamino)carbonyl]-5-pyridinecarboxylate), COC=1C=CC(=CC1)P2(=S)SP(=S)(S2)C=3C=CC(=CC3)OC (Lawesson's reagent), O (H2O). The solvent is C1(=CC=CC=C1)C (toluene). Reaction conditions: temperature 25 celsius. Yields the product FC(C1=C(C(=C(C(=N1)C(F)(F)F)C(=S)NC)NC(C)C)C(=O)OC)F (Methyl 6-(difluoromethyl)-4-(isopropyl amino)-2-(trifluoromethyl)-3-[(methylamino)thioxomethyl]-5-pyridinecarboxylate). Isolated yield 10.1%. RXN SMILES: [F:1][CH:2]([F:25])[C:3]1[N:8]=[C:7]([C:9]([F:12])([F:11])[F:10])[C:6]([C:13]([NH:15][CH3:16])=O)=[C:5]([NH:17][CH:18]([CH3:20])[CH3:19])[C:4]=1[C:21]([O:23][CH3:24])=[O:22].COC1C=CC(P2(SP(C3C=CC(OC)=CC=3)(=S)S2)=[S:35])=CC=1.O>C1(C)C=CC=CC=1>[F:1][CH:2]([F:25])[C:3]1[N:8]=[C:7]([C:9]([F:12])([F:11])[F:10])[C:6]([C:13]([NH:15][CH3:16])=[S:35])=[C:5]([NH:17][CH:18]([CH3:20])[CH3:19])[C:4]=1[C:21]([O:23][CH3:24])=[O:22]. Procedure details: A mixture of 3 g (0.009 mol) of product of Example 201 and 7.28 g (0.018 mol) of Lawesson's reagent in 100 ml of toluene was refluxed for 16 days. The reaction mixture was cooled to 25° C., poured into H2O, and extracted with ethyl acetate. The organic phase was dried (MgSO4), and concentrated in vacuo to 1.4 g of a brown oil. Chromatography using 10% ethyl acetate/cyclohexane as an eluting solvent afforded 0.35 g (11%) of product as a beige solid: mp 129°-131° C. The reactants are S1C(=CC=C1)C(=O)N (2-thiophenecarboxamide), ClC(C=O)(C)Cl (2,2-dichloropropionaldehyde), N1N=NC2=C1C=CC=C2 (benzotriazole), C1(=CC=C(C=C1)S(=O)(=O)O)C (p-toluenesulfonic acid). Yields the product N1(N=NC2=C1C=CC=C2)C(C(C)(Cl)Cl)NC(=O)C=2SC=CC2 (N-[1-(1H-1,2,3-benzotriazol-1-yl)-2,2-dichloropropyl]-2-thiophenecarboxamide). RXN SMILES: [S:1]1[CH:5]=[CH:4][CH:3]=[C:2]1[C:6]([NH2:8])=[O:7].[Cl:9][C:10]([Cl:14])([CH3:13])[CH:11]=O.[NH:15]1[C:19]2[CH:20]=[CH:21][CH:22]=[CH:23][C:18]=2[N:17]=[N:16]1.C1(C)C=CC(S(O)(=O)=O)=CC=1>>[N:15]1([CH:11]([NH:8][C:6]([C:2]2[S:1][CH:5]=[CH:4][CH:3]=2)=[O:7])[C:10]([Cl:14])([Cl:9])[CH3:13])[C:19]2[CH:20]=[CH:21][CH:22]=[CH:23][C:18]=2[N:17]=[N:16]1. Reported procedure: A suspension of 2-thiophenecarboxamide, 2,2-dichloropropionaldehyde, benzotriazole, and p-toluenesulfonic acid was processed as described in Example 53A to provide the desired product.